This data is from the Open Reaction Database (ORD), a public repository of structured organic reaction records. The task is: describe an organic reaction: reactants, conditions, products, and yield As a reaction SMILES: [C:1]([C:3]1[C:4]([CH2:16][CH3:17])=[C:5]([C:13](Cl)=[O:14])[C:6]2[C:11]([CH:12]=1)=[CH:10][CH:9]=[CH:8][CH:7]=2)#[N:2].[Cl:18][C:19]1[CH:20]=[C:21]([CH:26]([CH2:34][CH2:35][CH:36]=[CH:37][CH2:38][CH2:39][CH3:40])[CH2:27][NH:28][CH2:29][CH2:30][C:31]([OH:33])=[O:32])[CH:22]=[CH:23][C:24]=1[Cl:25]>C(N(CC)CC)C>[Cl:18][C:19]1[CH:20]=[C:21]([CH:26]([CH2:34][CH2:35][CH:36]=[CH:37][CH2:38][CH2:39][CH3:40])[CH2:27][N:28]([CH2:29][CH2:30][C:31]([OH:33])=[O:32])[C:13]([C:5]2[C:6]3[C:11](=[CH:10][CH:9]=[CH:8][CH:7]=3)[CH:12]=[C:3]([C:1]#[N:2])[C:4]=2[CH2:16][CH3:17])=[O:14])[CH:22]=[CH:23][C:24]=1[Cl:25]. Isolated yield 56.7%. Reported procedure: 3-Cyano-2-ethyl-1-naphthoyl chloride (0.49 g) was combined with N-[2-(3,4-dichlorophenyl)-4-pentenylbutyl]-N-[(carboxymethyl)methyl]-amine (0.57 g) and triethyl amine under standard acylation conditions to afford N-[2-(3,4-dichlorophenyl)-4-pentenylbutyl]-N-[(carboxymethyl)methyl]-3-cyano-2-ethyl-1-naphthamide (0.51 g) as a solid after purification by chromatography (5:4:1 Hexane:DCM:EtOAc); MS: m/z 509 (M+); 1H NMR (CDCl3) δ 8.29 (s), 8.26 (s), 7.83 (d), 7.98-7.30 (m), 7.01 (d), 6.80 (s), 6.53 ... The reactants are C(#N)C=1C(=C(C2=CC=CC=C2C1)C(=O)Cl)CC (3-Cyano-2-ethyl-1-naphthoyl chloride), ClC=1C=C(C=CC1Cl)C(CNCCC(=O)O)CCC=CCCC (N-[2-(3,4-dichlorophenyl)-4-pentenylbutyl]-N-[(carboxymethyl)methyl]-amine). Product: ClC=1C=C(C=CC1Cl)C(CN(C(=O)C1=C(C(=CC2=CC=CC=C12)C#N)CC)CCC(=O)O)CCC=CCCC (N-[2-(3,4-dichlorophenyl)-4-pentenylbutyl]-N-[(carboxymethyl)methyl]-3-cyano-2-ethyl-1-naphthamide). The solvent is C(C)N(CC)CC (triethyl amine).